Dataset: the Open Reaction Database (ORD), a public repository of structured organic reaction records. Task: describe an organic reaction: reactants, conditions, products, and yield As a reaction SMILES: C[O:2][C:3](=[O:30])[C:4]([CH3:29])([CH3:28])[C@H:5]([NH:7][C:8]1[C:9]2[N:10]([CH:17]=[C:18]([C:20]3[CH:21]=[N:22][C:23]([O:26][CH3:27])=[CH:24][CH:25]=3)[CH:19]=2)[N:11]=[CH:12][C:13]=1[C:14](=[O:16])[NH2:15])[CH3:6].[OH-].[K+].Cl>CO.O>[C:14]([C:13]1[CH:12]=[N:11][N:10]2[CH:17]=[C:18]([C:20]3[CH:21]=[N:22][C:23]([O:26][CH3:27])=[CH:24][CH:25]=3)[CH:19]=[C:9]2[C:8]=1[NH:7][C@H:5]([CH3:6])[C:4]([CH3:29])([CH3:28])[C:3]([OH:30])=[O:2])(=[O:16])[NH2:15] |f:1.2|. Starting materials: [OH-].[K+] (Potassium hydroxide), COC(C([C@@H](C)NC=1C=2N(N=CC1C(N)=O)C=C(C2)C=2C=NC(=CC2)OC)(C)C)=O ((R)-methyl-3-((3-carbamoyl-6-(6-methoxypyridin-3-yl)pyrrolo[1,2-b]pyridazin-4-yl)amino)-2,2-dimethylbutanoate), Cl (HCl). Solvent: O (water), CO (MeOH). Product: C(N)(=O)C1=C(C=2N(N=C1)C=C(C2)C=2C=NC(=CC2)OC)N[C@@H](C(C(=O)O)(C)C)C ((R)-3-((3-carbamoyl-6-(6-methoxypyridin-3-yl)pyrrolo[1,2-b]pyridazin-4-yl)amino)-2,2-dimethylbutanoic acid). The yield is 82.9%. Procedure: (R)-methyl-3-((3-carbamoyl-6-(6-methoxypyridin-3-yl)pyrrolo[1,2-b]pyridazin-4-yl)amino)-2,2-dimethylbutanoate (125 mg, 0.304 mmol) was dissolved in MeOH (25 mL) and water (1.0 mL). Potassium hydroxide (256 mg, 4.56 mmol) was added and the reaction mixture was heated at reflux overnight. After completion, the reaction mixture was cooled to room temperature and MeOH was removed under reduced pressure. The crude mass obtained was acidified to pH 5 at 0° C. using 1.5N HCl and stirred at room tempera... Reaction conditions: time 15 minute.